Task: describe an organic reaction: reactants, conditions, products, and yield. Dataset: the Open Reaction Database (ORD), a public repository of structured organic reaction records Starting materials: COC(=O)c1cn(-c2ccc(S(C)(=O)=O)cc2)c2ncccc12, Cl, [Na+], C1CCOC1, [OH-]. Product: CS(=O)(=O)c1ccc(-n2cc(C(=O)O)c3cccnc32)cc1. RXN SMILES: [CH3:3][S:4](=[O:5])(=[O:6])[c:7]1[cH:8][cH:9][c:10](-[n:13]2[cH:14][c:15]([C:22](=[O:23])[O:24][CH3:25])[c:16]3[c:17]2[n:18][cH:19][cH:20][cH:21]3)[cH:11][cH:12]1.[ClH:26].[Na+:2].[O:27]1[CH2:28][CH2:29][CH2:30][CH2:31]1.[OH-:1]>>[CH3:3][S:4](=[O:5])(=[O:6])[c:7]1[cH:8][cH:9][c:10](-[n:13]2[cH:14][c:15]([C:22](=[O:23])[OH:24])[c:16]3[c:17]2[n:18][cH:19][cH:20][cH:21]3)[cH:11][cH:12]1. Reactants: CN1C2CCCC1CNC2, COCCOC, [Cl-], O=C(O)c1ccc(-c2ccc([N+](=O)[O-])cc2)o1. Yields the product CN1C2CCCC1CN(C(=O)c1ccc(-c3ccc([N+](=O)[O-])cc3)o1)C2, Cl. As a reaction SMILES: [CH3:1][N:2]1[CH:3]2[CH2:4][NH:5][CH2:6][CH:7]1[CH2:8][CH2:9][CH2:10]2.[CH3:29][O:30][CH2:31][CH2:32][O:33][CH3:34].[Cl-:11].[N+:12](=[O:13])([O-:14])[c:15]1[cH:16][cH:17][c:18](-[c:21]2[cH:22][cH:23][c:24]([C:26](=[O:27])[OH:28])[o:25]2)[cH:19][cH:20]1>>[CH3:1][N:2]1[CH:3]2[CH2:4][N:5]([C:26]([c:24]3[cH:23][cH:22][c:21](-[c:18]4[cH:17][cH:16][c:15]([N+:12](=[O:13])[O-:14])[cH:20][cH:19]4)[o:25]3)=[O:27])[CH2:6][CH:7]1[CH2:8][CH2:9][CH2:10]2.[ClH:11]. The reactants are CCCc1c(OCCOc2ccc(C(=O)OCC)cc2)ccc(C(C)=O)c1O, CO, [Na+], [OH-]. The product is CCCc1c(OCCOc2ccc(C(=O)O)cc2)ccc(C(C)=O)c1O. RXN SMILES: [CH2:1]([CH3:2])[O:3][C:4]([c:5]1[cH:6][cH:7][c:8]([O:11][CH2:12][CH2:13][O:14][c:15]2[c:16]([CH2:25][CH2:26][CH3:27])[c:17]([OH:24])[c:18]([C:21]([CH3:22])=[O:23])[cH:19][cH:20]2)[cH:9][cH:10]1)=[O:28].[CH3:29][OH:30].[Na+:32].[OH-:31]>>[O:3]=[C:4]([c:5]1[cH:6][cH:7][c:8]([O:11][CH2:12][CH2:13][O:14][c:15]2[c:16]([CH2:25][CH2:26][CH3:27])[c:17]([OH:24])[c:18]([C:21]([CH3:22])=[O:23])[cH:19][cH:20]2)[cH:9][cH:10]1)[OH:28]. Starting materials: CC(=O)N(C)C(C)C1CCNCC1, Clc1ncccn1, [Na+], [Na+], O=C([O-])[O-]. Product: CC(=O)N(C)C(C)C1CCN(c2ncccn2)CC1. As a reaction SMILES: [CH3:1][N:2]([C:3]([CH3:4])=[O:5])[CH:6]([CH3:7])[CH:8]1[CH2:9][CH2:10][NH:11][CH2:12][CH2:13]1.[Cl:14][c:15]1[n:16][cH:17][cH:18][cH:19][n:20]1.[Na+:21].[Na+:22].[O-:23][C:24](=[O:25])[O-:26]>>[CH3:1][N:2]([C:3]([CH3:4])=[O:5])[CH:6]([CH3:7])[CH:8]1[CH2:9][CH2:10][N:11]([c:15]2[n:16][cH:17][cH:18][cH:19][n:20]2)[CH2:12][CH2:13]1. Reactants: C(C)OC(C(CC1=C(C=C(C=C1)OCC=1N=C(SC1)C1=CC=CC=C1)C)OCC)=O ([rac]-2-ethoxy-3-[2-methyl-4-(2-phenyl-thiazol-4-ylmethoxy)-phenyl]-propionic acid ethyl ester), [Li+].[OH-] (LiOH). Yields the product C(C)OC(C(=O)O)CC1=C(C=C(C=C1)OCC=1N=C(SC1)C1=CC=CC=C1)C ([rac]-2-ethoxy-3-[2-methyl-4-(2-phenyl-thiazol-4-ylmethoxy)-phenyl]-propionic acid). Reaction SMILES: C([O:3][C:4](=[O:30])[CH:5]([O:27][CH2:28][CH3:29])[CH2:6][C:7]1[CH:12]=[CH:11][C:10]([O:13][CH2:14][C:15]2[N:16]=[C:17]([C:20]3[CH:25]=[CH:24][CH:23]=[CH:22][CH:21]=3)[S:18][CH:19]=2)=[CH:9][C:8]=1[CH3:26])C.[Li+].[OH-]>>[CH2:28]([O:27][CH:5]([CH2:6][C:7]1[CH:12]=[CH:11][C:10]([O:13][CH2:14][C:15]2[N:16]=[C:17]([C:20]3[CH:21]=[CH:22][CH:23]=[CH:24][CH:25]=3)[S:18][CH:19]=2)=[CH:9][C:8]=1[CH3:26])[C:4]([OH:30])=[O:3])[CH3:29] |f:1.2|. Procedure details: In analogy to the procedure described in example 10 d], [rac]-2-ethoxy-3-[2-methyl-4-(2-phenyl-thiazol-4-ylmethoxy)-phenyl]-propionic acid ethyl ester was treated with LiOH to obtain [rac]-2-ethoxy-3-[2-methyl-4-(2-phenyl-thiazol-4-ylmethoxy)-phenyl]-propionic acid as colorless crystals. Reactants: CS(=O)(=O)C1=NC=CC(=N1)C=1C=C(C(NC1C1=CC(=CC=C1)C(F)(F)F)=O)C#N (5-(2-methylsulfonylpyrimidin-4-yl)-2-oxo-6-(3-trifluoromethylphenyl)-1,2-dihydropyridine-3-carbonitrile), CNCC1=CC=CC=C1 (methylbenzylamine), C(C)(=O)OCC (ethyl acetate). Run at temperature 100 celsius. Product: O=C1NC(=C(C=C1C#N)C1=NC(=NC=C1)NC(C)C1=CC=CC=C1)C1=CC(=CC=C1)C(F)(F)F (2-Oxo-5-[2-(1-phenylethylamino)-pyrimidin-4-yl]-6-(3-trifluoromethylphenyl)-1,2-dihydropyridine-3-carbonitrile). Isolated yield 73.0%. As a reaction SMILES: CS([C:5]1[N:10]=[C:9]([C:11]2[CH:12]=[C:13]([C:28]#[N:29])[C:14](=[O:27])[NH:15][C:16]=2[C:17]2[CH:22]=[CH:21][CH:20]=[C:19]([C:23]([F:26])([F:25])[F:24])[CH:18]=2)[CH:8]=[CH:7][N:6]=1)(=O)=O.C[NH:31][CH2:32][C:33]1[CH:38]=[CH:37][CH:36]=[CH:35][CH:34]=1.[C:39](OCC)(=O)C>>[O:27]=[C:14]1[C:13]([C:28]#[N:29])=[CH:12][C:11]([C:9]2[CH:8]=[CH:7][N:6]=[C:5]([NH:31][CH:32]([C:33]3[CH:38]=[CH:37][CH:36]=[CH:35][CH:34]=3)[CH3:39])[N:10]=2)=[C:16]([C:17]2[CH:22]=[CH:21][CH:20]=[C:19]([C:23]([F:26])([F:25])[F:24])[CH:18]=2)[NH:15]1. Procedure: To 5-(2-methylsulfonylpyrimidin-4-yl)-2-oxo-6-(3-trifluoromethylphenyl)-1,2-dihydropyridine-3-carbonitrile (150 mg, 0.357 mmol) in a sealed tube was added (S)-∝-methylbenzylamine (150 mg) and the mixture heated under argon at 100° C. for 1 hour. The reaction was cooled and the oil dissolved in ethyl acetate (25 mL). The solution was washed 3 times with a pH 5.3 buffer solution of 10% citric acid/NaOH (15 mL). The ethyl acetate layer was dried over sodium sulfate concentrated and chromatographed ... The reactants are Cl.FC=1C=C(C=CC1F)C1=CC=C(C(=N)N)C=C1 (4-(3,4-difluorophenyl)benzamidine hydrochloride), α-propyl-β-dimethylaminoacrolein, C[O-].[Na+] (sodium methylate). The solvent is CO (methanol). The product is C(CC)C=1C=NC(=NC1)C1=CC=C(C=C1)C1=CC(=C(C=C1)F)F (5-n-propyl-2-[4-(3,4-difluorophenyl)phenyl]pyrimidine). Reaction SMILES: Cl.[F:2][C:3]1[CH:4]=[C:5]([C:10]2[CH:18]=[CH:17][C:13]([C:14]([NH2:16])=[NH:15])=[CH:12][CH:11]=2)[CH:6]=[CH:7][C:8]=1[F:9].C[O-].[Na+]>CO>[CH2:4]([C:5]1[CH:6]=[N:15][C:14]([C:13]2[CH:17]=[CH:18][C:10]([C:5]3[CH:6]=[CH:7][C:8]([F:9])=[C:3]([F:2])[CH:4]=3)=[CH:11][CH:12]=2)=[N:16][CH:10]=1)[CH2:3][CH3:8] |f:0.1,2.3|. Procedure: 0.01 mol of 4-(3,4-difluorophenyl)benzamidine hydrochloride and 0.01 mol of α-propyl-β-dimethylaminoacrolein are introduced into a solution of sodium methylate and methanol, and the mixture is refluxed for 5 hours. The methanol is evaporated off, the residue is taken up in toluene, and the solution is subjected to customary aqueous work-up, to give 5-n-propyl-2-[4-(3,4-difluorophenyl)phenyl]pyrimidine.